From a dataset of the Open Reaction Database (ORD), a public repository of structured organic reaction records. describe an organic reaction: reactants, conditions, products, and yield Reactants: C1=CC=CC=2NC(C3=CC=CC=C3C12)=O (5H-phenanthridin-6-one), BrC=1C=C(C=CC1)C1=NC(=NC(=N1)C1=CC=CC=C1)C1=CC=CC=C1 (2-(3-bromophenyl)-4,6-diphenyl-1,3,5-triazine), N1=C(C=CC=C1)C(CC(=O)C1=NC=CC=C1)=O (1,3-bis[2-pyridyl]-1,3-propanedione), C([O-])([O-])=O.[K+].[K+] (potassium carbonate). Reagents/catalysts: [Cu](I)I (copper iodide). Solvent: O (water), CN(C)C=O (DMF). Yields the product C1(=CC=CC=C1)C1=NC(=NC(=N1)C1=CC=CC=C1)C=1C=C(C=CC1)N1C=2C=CC=CC2C2=CC=CC=C2C1=O (5-[3-(4,6-Diphenyl-1,3,5-triazin-2-yl)phenyl]-5H-phenanthridin-6-one). As a reaction SMILES: [CH:1]1[C:14]2[C:13]3[C:8](=[CH:9][CH:10]=[CH:11][CH:12]=3)[C:7](=[O:15])[NH:6][C:5]=2[CH:4]=[CH:3][CH:2]=1.Br[C:17]1[CH:18]=[C:19]([C:23]2[N:28]=[C:27]([C:29]3[CH:34]=[CH:33][CH:32]=[CH:31][CH:30]=3)[N:26]=[C:25]([C:35]3[CH:40]=[CH:39][CH:38]=[CH:37][CH:36]=3)[N:24]=2)[CH:20]=[CH:21][CH:22]=1.N1C=CC=CC=1C(=O)CC(C1C=CC=CN=1)=O.C(=O)([O-])[O-].[K+].[K+]>CN(C=O)C.O.[Cu](I)I>[C:35]1([C:25]2[N:24]=[C:23]([C:19]3[CH:20]=[CH:21][CH:22]=[CH:17][CH:18]=3)[N:28]=[C:27]([C:29]3[CH:34]=[C:33]([N:6]4[C:7](=[O:15])[C:8]5[C:13](=[CH:12][CH:11]=[CH:10][CH:9]=5)[C:14]5[CH:1]=[CH:2][CH:3]=[CH:4][C:5]4=5)[CH:32]=[CH:31][CH:30]=3)[N:26]=2)[CH:40]=[CH:39][CH:38]=[CH:37][CH:36]=1 |f:3.4.5|. Procedure details: 20 g (102 4 mmol) of 5H-phenanthridin-6-one, 43 g (112 mmol) of 2-(3-bromophenyl)-4,6-diphenyl-1,3,5-triazine, 2.3 g (10 2 mmol) of 1,3-bis[2-pyridyl]-1,3-propanedione, 28.3 g (204 mmol) of potassium carbonate and 1.9 g (10.2) of copper iodide are stirred under reflux in 1000 ml of DMF for 90 h. The solution is diluted with water and extracted twice with ethyl acetate, the combined organic phases are dried over Na2SO4, evaporated in a rotary evaporator and purified by chromatography (EtOAc/hexan... Reactants: CCOc1cccc(Br)c1, CN(C)CC1CC(CCC2CCCC2)CCC1=O, Cl. The product is CCOc1cccc(C2(O)CCC(CCC3CCCC3)CC2CN(C)C)c1, Cl. Reaction SMILES: [Br:20][c:21]1[cH:22][c:23]([O:27][CH2:28][CH3:29])[cH:24][cH:25][cH:26]1.[CH:2]1([CH2:7][CH2:8][CH:9]2[CH2:10][CH:11]([CH2:16][N:17]([CH3:18])[CH3:19])[C:12](=[O:15])[CH2:13][CH2:14]2)[CH2:3][CH2:4][CH2:5][CH2:6]1.[ClH:1]>>[CH:2]1([CH2:7][CH2:8][CH:9]2[CH2:10][CH:11]([CH2:16][N:17]([CH3:18])[CH3:19])[C:12]([OH:15])([c:21]3[cH:22][c:23]([O:27][CH2:28][CH3:29])[cH:24][cH:25][cH:26]3)[CH2:13][CH2:14]2)[CH2:3][CH2:4][CH2:5][CH2:6]1.[ClH:1]. Reactants: N1=CC=CC2=C(C=CC=C12)CCO (2-quinolin-5-yl-ethanol), C1(=CC=CC=C1)P(C1=CC=CC=C1)C1=CC=CC=C1 (triphenyl phosphine), C(C)(C)(C)OC(CC(C(=O)NC)NS(=O)(=O)C1=C(C=C(C=C1)N)O)=O (3-(4-amino-2-hydroxy-benzenesulfonylamino)-N-methyl-succinamic acid tert-butyl ester), N(=NC(=O)OCC)C(=O)OCC (diethyl azodicarboxylate). The solvent is C1CCOC1 (THF). Reaction conditions: time 18 hour. Yields the product C(C)(C)(C)OC(CC(C(=O)NC)NS(=O)(=O)C1=C(C=C(C=C1)N)OCCC1=C2C=CC=NC2=CC=C1)=O (3-(4-Amino-2-(2-quinolin-5-yl-ethoxy)-benzenesulfonylamino)-N-methyl-succinamic acid tert-butyl ester). Reaction SMILES: [N:1]1[C:10]2[C:5](=[C:6]([CH2:11][CH2:12][OH:13])[CH:7]=[CH:8][CH:9]=2)[CH:4]=[CH:3][CH:2]=1.C1(P(C2C=CC=CC=2)C2C=CC=CC=2)C=CC=CC=1.[C:33]([O:37][C:38](=[O:57])[CH2:39][CH:40]([NH:45][S:46]([C:49]1[CH:54]=[CH:53][C:52]([NH2:55])=[CH:51][C:50]=1O)(=[O:48])=[O:47])[C:41]([NH:43][CH3:44])=[O:42])([CH3:36])([CH3:35])[CH3:34].N(C(OCC)=O)=NC(OCC)=O>C1COCC1>[C:33]([O:37][C:38](=[O:57])[CH2:39][CH:40]([NH:45][S:46]([C:49]1[CH:54]=[CH:53][C:52]([NH2:55])=[CH:51][C:50]=1[O:13][CH2:12][CH2:11][C:6]1[CH:7]=[CH:8][CH:9]=[C:10]2[C:5]=1[CH:4]=[CH:3][CH:2]=[N:1]2)(=[O:48])=[O:47])[C:41]([NH:43][CH3:44])=[O:42])([CH3:36])([CH3:34])[CH3:35]. Procedure details: A mixture of 0.167 g (0.972 mmol) 2-quinolin-5-yl-ethanol, 0.48 g (1.94 mmol) triphenyl phosphine, and 0.392 g (0.972 mmol) 3-(4-amino-2-hydroxy-benzenesulfonylamino)-N-methyl-succinamic acid tert-butyl ester was stirred in 25 mL THF at room temperature under a nitrogen atmosphere. 0.31 mL (1.94 mmol) diethyl azodicarboxylate was added dropwise and the mixture stirred 18 h. TLC anaylsis indicated complete reaction. The solvent was evaporated under reduced pressure and the residue purified on sil... Starting materials: COC(=O)c1scnc1C(C)=O, O=C([O-])O, O=C([O-])[O-], CS(C)=O, [K+], [K+], [Li+], [Na+], [OH-], O. Yields the product CC(=O)c1ncsc1C(=O)O. RXN SMILES: [C:12]([CH3:13])(=[O:14])[c:15]1[n:16][cH:17][s:18][c:19]1[C:20](=[O:21])[O:22][CH3:23].[C:1](=[O:2])([OH:3])[O-:4].[C:6](=[O:7])([O-:8])[O-:9].[CH3:27][S:28]([CH3:29])=[O:30].[K+:10].[K+:11].[Li+:26].[Na+:5].[OH-:25].[OH2:24]>>[C:12]([CH3:13])(=[O:14])[c:15]1[n:16][cH:17][s:18][c:19]1[C:20](=[O:21])[OH:22]. Starting materials: CO.Cl (hydrogen chloride methanol), C(C)N (ethylamine), ClC=CCCl (1,3-dichloropropene), C1(=CC=CC=C1)P(C1=CC=CC=C1)C1=CC=CC=C1 (triphenylphosphine), COC(C#C)(C)C (3-methoxy-3-methyl-1-butyne). Reagents/catalysts: [Cu]I (copper (I) iodide), [Pd](Cl)Cl (palladium chloride). The solvent is ClCCl (dichloromethane), O1CCCC1 (tetrahydrofuran). Conditions: time 1 hour. The product is Cl.COC(C#C/C=C/CNCC)(C)C ((E)-N-(6-Methoxy-6-methyl-2-hepten-4-ynyl)ethylamine hydrochloride). The yield is 55.0%. As a reaction SMILES: [CH2:1]([NH2:3])[CH3:2].[Cl:4][CH:5]=[CH:6][CH2:7]Cl.C1(P(C2C=CC=CC=2)C2C=CC=CC=2)C=CC=CC=1.[CH3:28][O:29][C:30]([CH3:34])([CH3:33])[C:31]#[CH:32].CO.Cl>O1CCCC1.ClCCl.[Cu]I.[Pd](Cl)Cl>[ClH:4].[CH3:28][O:29][C:30]([CH3:34])([CH3:33])[C:31]#[C:32]/[CH:5]=[CH:6]/[CH2:7][NH:3][CH2:1][CH3:2] |f:4.5,10.11|. Procedure details: To a solution of 232.4 ml (4.1 mol) of 70% ethylamine aqueous solution in 386 ml of tetrahydrofuran was added 43.4 ml (0.47 mol) of 1,3-dichloropropene (E/Z=9/1) under ice cooling. The solution was stirred for 2 hours at the same temperature and for one hour at room temperature. Then, 4.65 g (24.4 mmol) of copper (I) iodide, 1.74 g (9.8 mmol) of palladium chloride, 4.83 g (18.4 mmol) of triphenylphosphine and 20.0 g (0.204 mol) of 3-methoxy-3-methyl-1-butyne were added therein under ice cooling ... Reactants: CCOC(C)=O, CC1(C)CC(c2ccccn2)c2cc(C(=O)O)ccc2O1, CCCCCC, CCO, CC(C)(Oc1ccc(C#N)cc1)C(O)=Cc1ccncn1. Product: CC(C)(Oc1ccc(C#N)cc1)C(O)Cc1ccncn1. Reaction SMILES: [C:7]([O:8][CH2:9][CH3:10])(=[O:11])[CH3:12].[CH3:13][C:14]1([CH3:15])[CH2:16][CH:17]([c:18]2[cH:19][cH:20][cH:21][cH:22][n:23]2)[c:24]2[cH:25][c:26]([C:27]([OH:28])=[O:29])[cH:30][cH:31][c:32]2[O:33]1.[CH3:1][CH2:2][CH2:3][CH2:4][CH2:5][CH3:6].[CH3:55][CH2:56][OH:57].[OH:34][C:35]([C:36]([O:37][c:38]1[cH:39][cH:40][c:41]([C:42]#[N:43])[cH:44][cH:45]1)([CH3:46])[CH3:47])=[CH:48][c:49]1[n:50][cH:51][n:52][cH:53][cH:54]1>>[OH:34][CH:35]([C:36]([O:37][c:38]1[cH:39][cH:40][c:41]([C:42]#[N:43])[cH:44][cH:45]1)([CH3:46])[CH3:47])[CH2:48][c:49]1[n:50][cH:51][n:52][cH:53][cH:54]1. The reactants are Cc1cc(Br)ccc1C#N, [Li]CCCC, C1CCOC1, O=C=O, O. Yields the product Cc1cc(C(=O)O)ccc1C#N. Reaction SMILES: [Br:1][c:2]1[cH:3][c:4]([CH3:10])[c:5]([C:6]#[N:7])[cH:8][cH:9]1.[CH2:11]([Li:12])[CH2:13][CH2:14][CH3:15].[CH2:20]1[O:21][CH2:22][CH2:23][CH2:24]1.[O:16]=[C:17]=[O:18].[OH2:19]>>[c:2]1([C:17](=[O:16])[OH:18])[cH:3][c:4]([CH3:10])[c:5]([C:6]#[N:7])[cH:8][cH:9]1. Reactants: O.C1(=CC=C(C=C1)S(=O)(=O)O)C (Toluene-4-sulfonic acid monohydrate), COC1=C(CNC(C2=C(C=C(C=C2)C2=NOC(=N2)C2=CC(=C(C=C2)C2=C(C=CC=C2)C)C)F)=O)C=CC(=C1)OC (N-(2,4-dimethoxybenzyl)-4-[5-(2,2′-dimethylbiphenyl-4-yl)-1,2,4-oxadiazol-3-yl]-2-fluorobenzamide). Solvent: C1(=CC=CC=C1)C (toluene). Reaction conditions: temperature 110 celsius. The product is CC1=C(C=CC(=C1)C1=NC(=NO1)C1=CC(=C(C(=O)N)C=C1)F)C1=C(C=CC=C1)C (4-[5-(2,2′-dimethylbiphenyl-4-yl)-1,2,4-oxadiazol-3-yl]-2-fluorobenzamide). As a reaction SMILES: O.C1(C)C=CC(S(O)(=O)=O)=CC=1.COC1C=C(OC)C=CC=1C[NH:18][C:19](=[O:46])[C:20]1[CH:25]=[CH:24][C:23]([C:26]2[N:30]=[C:29]([C:31]3[CH:36]=[CH:35][C:34]([C:37]4[CH:42]=[CH:41][CH:40]=[CH:39][C:38]=4[CH3:43])=[C:33]([CH3:44])[CH:32]=3)[O:28][N:27]=2)=[CH:22][C:21]=1[F:45]>C1(C)C=CC=CC=1>[CH3:44][C:33]1[CH:32]=[C:31]([C:29]2[O:28][N:27]=[C:26]([C:23]3[CH:24]=[CH:25][C:20]([C:19]([NH2:18])=[O:46])=[C:21]([F:45])[CH:22]=3)[N:30]=2)[CH:36]=[CH:35][C:34]=1[C:37]1[CH:42]=[CH:41][CH:40]=[CH:39][C:38]=1[CH3:43] |f:0.1|. Reported procedure: Toluene-4-sulfonic acid monohydrate (141.53 mg; 0.74 mmol) was added to a mixture of N-(2,4-dimethoxybenzyl)-4-[5-(2,2′-dimethylbiphenyl-4-yl)-1,2,4-oxadiazol-3-yl]-2-fluorobenzamide, obtained in step 1 and toluene (2 mL). The mixture was heated at 110° C. The reaction was quenched with water (3 mL) and extracted with EtOAc (3×5 mL). The organic layer was then dried over magnesium sulfate, filtered and concentrated. The crude was purified with MD Autoprep, to afford the title compound as a white... The reactants are CC1(CC(CC(C1)(C)C)=O)C (3,3,5,5-tetramethylcyclohexanone), C(CN)N (ethylenediamine), [N+](=O)([O-])C (nitromethane). Product: [N+](=O)([O-])CC1=CC(CC(C1)(C)C)(C)C (1-nitromethyl-3,3,5,5-tetramethylcyclohexene). Yield: 61.0%. Reaction SMILES: [CH3:1][C:2]1([CH3:11])[CH2:7][C:6]([CH3:9])([CH3:8])[CH2:5][C:4](=O)[CH2:3]1.C(N)CN.[N+:16]([CH3:19])([O-:18])=[O:17]>>[N+:16]([CH2:19][C:4]1[CH2:3][C:2]([CH3:11])([CH3:1])[CH2:7][C:6]([CH3:9])([CH3:8])[CH:5]=1)([O-:18])=[O:17]. Procedure details: A solution of 3,3,5,5-tetramethylcyclohexanone (2-13) (1.54 g, 10 mmol) and ethylenediamine (60 mg) in nitromethane (45 ml) was refluxed in argon atmosphere for 25 h. Excess of nitromethane was then removed in vacuo and the residue was purified by flash chromatography on silica gel, eluting with hexane-ethyl acetate (6:1). 1.2 g (61%) of 6 was obtained as an oil.